Dataset: the Open Reaction Database (ORD), a public repository of structured organic reaction records. Task: describe an organic reaction: reactants, conditions, products, and yield Starting materials: BrC1=CC=C(C=C1)C(=O)N=C=S (4-bromo-1-benzenecarbonyl isothiocyanate), BrC1=CC=C(C=C1)C(=O)Cl (4-bromo-1-benzenecarbonyl chloride), COC=1C=C2C(=CC=NC2=CC1OC)OC1=C(C=C(N)C=C1)F (4-[(6,7-Dimethoxy-4-quinolyl)oxy]-3-fluoroaniline). Solvent: C(C)O (ethanol), C(C)O (ethanol), C1(=CC=CC=C1)C (toluene). Reaction conditions: time 2 hour. The product is BrC1=CC=C(C=C1)C(=O)N=C=S (4-Bromo-1-benzenecarbonyl isothiocyanate), BrC1=CC=C(C(=O)NC(=S)NC2=CC(=C(C=C2)OC2=CC=NC3=CC(=C(C=C23)OC)OC)F)C=C1 (N-(4-Bromobenzoyl)-N′-{4-[(6,7-dimethoxy-4-quinolyl)oxy]-3-fluorophenyl}thiourea). Isolated yield 91.0%. RXN SMILES: BrC1C=CC(C(Cl)=O)=CC=1.[CH3:11][O:12][C:13]1[CH:14]=[C:15]2[C:20](=[CH:21][C:22]=1[O:23][CH3:24])[N:19]=[CH:18][CH:17]=[C:16]2[O:25][C:26]1[CH:32]=[CH:31][C:29]([NH2:30])=[CH:28][C:27]=1[F:33].[Br:34][C:35]1[CH:40]=[CH:39][C:38]([C:41]([N:43]=[C:44]=[S:45])=[O:42])=[CH:37][CH:36]=1>C1(C)C=CC=CC=1.C(O)C>[Br:34][C:35]1[CH:36]=[CH:37][C:38]([C:41]([N:43]=[C:44]=[S:45])=[O:42])=[CH:39][CH:40]=1.[Br:34][C:35]1[CH:40]=[CH:39][C:38]([C:41]([NH:43][C:44]([NH:30][C:29]2[CH:31]=[CH:32][C:26]([O:25][C:16]3[C:15]4[C:20](=[CH:21][C:22]([O:23][CH3:24])=[C:13]([O:12][CH3:11])[CH:14]=4)[N:19]=[CH:18][CH:17]=3)=[C:27]([F:33])[CH:28]=2)=[S:45])=[O:42])=[CH:37][CH:36]=1. Procedure: 4-Bromo-1-benzenecarbonyl isothiocyanate was prepared using commercially available 4-bromo-1-benzenecarbonyl chloride (80 mg) as a starting compound according to the description of the literature. 4-[(6,7-Dimethoxy-4-quinolyl)oxy]-3-fluoroaniline (50 mg) was dissolved in toluene (5 ml) and ethanol (1 ml) to prepare a solution. A solution of 4-bromo-1-benzenecarbonyl isothiocyanate in ethanol (1 ml) was then added to the solution, and the mixture was stirred at room temperature for 2 hr. The reac...